This data is from the Open Reaction Database (ORD), a public repository of structured organic reaction records. The task is: describe an organic reaction: reactants, conditions, products, and yield The reactants are O=P(OCC)(OCC)C=1C=CC=CC1OC. The reagents and catalysts are O1B(OC(C)(C)C1(C)C)B2OC(C)(C)C(O2)(C)C, O=C(NC=1C=CC=CC1C=2C=NC(=CC2)C3=NC=CC=C3)NC4CCCCC4, C[OH2+].C[OH2+].C1CC=CCCC=C1.C1CC=CCCC=C1.[Ir].[Ir]. Solvent: C=1C=C(C=CC1C)C. Run at temperature 40 celsius, time 16 hour. The product is O=P(OCC)(OCC)C1=CC(=CC=C1OC)B2OC(C)(C)C(O2)(C)C, O=P(OCC)(OCC)C1=CC=C(C=C1OC)B2OC(C)(C)C(O2)(C)C. Yield: 54.0%. Starting materials: O (water), C[C@@]12C(CC[C@H]1[C@@H]1C=CC3=CC(C=C[C@]3(C)[C@H]1CC2)=O)=O (androsta-1,4,6-triene-3,17-dione), solution, C[Al](C)C (trimethyl aluminum). Reagents/catalysts: [Cu]Br (copper(I) bromide). The solvent is O1CCOCC1 (dioxane), O1CCOCC1 (dioxane), C1(=CC=CC=C1)C (toluene). Reaction conditions: temperature 20 celsius, time 10 minute. The product is C[C@H]1CC(C=C2C=C[C@H]3[C@@H]4CCC([C@@]4(C)CC[C@@H]3[C@@]12C)=O)=O (1α-Methyl-androsta-4,6-diene-3,17-dione). RXN SMILES: [CH3:1][C@:2]12[CH2:19][CH2:18][C@H:17]3[C@@H:7]([CH:8]=[CH:9][C:10]4[C@:15]3([CH3:16])[CH:14]=[CH:13][C:12](=[O:20])[CH:11]=4)[C@@H:6]1[CH2:5][CH2:4][C:3]2=[O:21].[CH3:22][Al](C)C.O>O1CCOCC1.C1(C)C=CC=CC=1.[Cu]Br>[CH3:22][C@@H:14]1[C@@:15]2([CH3:16])[C:10]([CH:9]=[CH:8][C@@H:7]3[C@@H:17]2[CH2:18][CH2:19][C@@:2]2([CH3:1])[C@H:6]3[CH2:5][CH2:4][C:3]2=[O:21])=[CH:11][C:12](=[O:20])[CH2:13]1. Procedure: 2.82 g (10 mmol) of androsta-1,4,6-triene-3,17-dione is dissolved in 20 ml of dioxane at 20° C. and mixed with 143.3 mg (1 mmol) of copper(I) bromide. 9.4 ml (11 mmol) of a 10% solution of trimethyl aluminum in toluene is added to the reaction at room temperature under nitrogen atmosphere and stirred for 10 minutes at 20° C. For hydrolysis, 1 ml of water dissolved in 5 ml of dioxane is carefully added to the reaction. It is stirred for 10 minutes more and the inorganic precipitate filtered off w...